From a dataset of the Open Reaction Database (ORD), a public repository of structured organic reaction records. describe an organic reaction: reactants, conditions, products, and yield Starting materials: COC1=C(C2=CC=CC=C2C=C1)B1OC(C(O1)(C)C)(C)C (2-(2-methoxy-naphthalen-1-yl)-4,4,5,5-tetramethyl-[1,3,2]dioxaborolane), ClC=1C=C(N=NC1)CN1C(=NC=C1)C (5-chloro-3-(2-methyl-imidazol-1-yl-methyl)-pyridazine). The product is Cl.COC1=C(C2=CC=CC=C2C=C1)C=1C=C(N=NC1)CN1C(=NC=C1)C (5-(2-Methoxy-naphthalen-1-yl)-3-(2-methyl-imidazol-1-yl-methyl)-pyridazine hydrochloride). RXN SMILES: [CH3:1][O:2][C:3]1[CH:12]=[CH:11][C:10]2[C:5](=[CH:6][CH:7]=[CH:8][CH:9]=2)[C:4]=1B1OC(C)(C)C(C)(C)O1.[Cl:22][C:23]1[CH:24]=[C:25]([CH2:29][N:30]2[CH:34]=[CH:33][N:32]=[C:31]2[CH3:35])[N:26]=[N:27][CH:28]=1>>[ClH:22].[CH3:1][O:2][C:3]1[CH:12]=[CH:11][C:10]2[C:5](=[CH:6][CH:7]=[CH:8][CH:9]=2)[C:4]=1[C:23]1[CH:24]=[C:25]([CH2:29][N:30]2[CH:34]=[CH:33][N:32]=[C:31]2[CH3:35])[N:26]=[N:27][CH:28]=1 |f:2.3|. Procedure: The title compound, MS: m/e=331.3 (M+H+), was prepared from 2-(2-methoxy-naphthalen-1-yl)-4,4,5,5-tetramethyl-[1,3,2]dioxaborolane and 5-chloro-3-(2-methyl-imidazol-1-yl-methyl)-pyridazine. Starting materials: C(C)(C)[N-]C(C)C.[Li+] (lithium diisopropyl amide), COC(CC(=O)C)=O (methylacetoacetate), C(C)(=O)O (acetic acid), CC=1C=CC2=C(OCOC2=O)C1 (7-methyl-1,3-benzodioxane-4-one). Solvent: O1CCCC1 (tetrahydrofuran), C(C)(=O)OCC (ethyl acetate). Conditions: time 30 minute. The product is OC1(C(C=CC=C1)C(CC(CC(=O)OC)=O)=O)C (methyl 5-(2-hydroxy-2-methylphenyl)-3,5-dioxopentanoate). RXN SMILES: [CH:1]([N-]C(C)C)(C)C.[Li+].[CH3:9][O:10][C:11](=[O:16])[CH2:12][C:13]([CH3:15])=[O:14].C[C:18]1[CH:19]=[CH:20][C:21]2[C:26](=[O:27])OC[O:23][C:22]=2[CH:28]=1.C(O)(=O)C>O1CCCC1.C(OCC)(=O)C>[OH:23][C:22]1([CH3:1])[CH:28]=[CH:18][CH:19]=[CH:20][CH:21]1[C:26](=[O:27])[CH2:15][C:13](=[O:14])[CH2:12][C:11]([O:10][CH3:9])=[O:16] |f:0.1|. Procedure details: To a solution of 41.6 mmol of lithium diisopropyl amide in tetrahydrofuran (formed by adding n-butyl lithium in hexanes to diisopropyl amine in THF) is added 2.4 g (20.8 mmole) of methylacetoacetate over 10 minutes at 0° C. After stirring for 30 minutes, 2.0 g of 7-methyl-1,3-benzodioxane-4-one is added and the mixture stirred for 30 minutes. 6 ml of acetic acid is added and the mixture diluted with ethyl acetate and filtered. The ethyl acetate solution is washed with diluted hydrochloric acid, ...